From a dataset of the Open Reaction Database (ORD), a public repository of structured organic reaction records. describe an organic reaction: reactants, conditions, products, and yield Reactants: O=C(Nc1ccc(F)c([N+](=O)[O-])c1)c1ccc(Br)s1, [K+], [K+], O=C([O-])[O-], CN(C)C=O, O, Oc1ccc(S)cc1. Yields the product O=C(Nc1ccc(Sc2ccc(O)cc2)c([N+](=O)[O-])c1)c1ccc(Br)s1. Reaction SMILES: [F:1][c:2]1[c:3]([N+:17](=[O:18])[O-:19])[cH:4][c:5]([NH:8][C:9](=[O:10])[c:11]2[s:12][c:13]([Br:16])[cH:14][cH:15]2)[cH:6][cH:7]1.[K+:20].[K+:21].[O-:22][C:23]([O-:24])=[O:25].[O:34]=[CH:35][N:36]([CH3:37])[CH3:38].[OH2:39].[SH:26][c:27]1[cH:28][cH:29][c:30]([OH:33])[cH:31][cH:32]1>>[c:2]1([S:26][c:27]2[cH:28][cH:29][c:30]([OH:33])[cH:31][cH:32]2)[c:3]([N+:17](=[O:18])[O-:19])[cH:4][c:5]([NH:8][C:9](=[O:10])[c:11]2[s:12][c:13]([Br:16])[cH:14][cH:15]2)[cH:6][cH:7]1. Starting materials: [H-].[Na+] (NaH), OC1=CC=C(C=C1)C1CCCS(C2=C1C=C(C=C2)N(C)C)(=O)=O (racemic 5-(4′-hydroxyphenyl)-7-(dimethylamino)tetrahydrobenzothiepine-1,1-dioxide), CN(C)C=O (DMF), ICCCCCI (1,5-diiodopentane). Conditions: time 1 hour. Product: S(C)(=O)(=O)OCCCCC (pentyl mesylate). As a reaction SMILES: [H-].[Na+].OC1C=CC(C2C3C=C(N(C)C)C=C[C:15]=3[S:14](=[O:25])(=[O:24])CCC2)=CC=1.I[CH2:27][CH2:28][CH2:29][CH2:30][CH2:31]I.CN(C=[O:37])C>>[S:14]([O:25][CH2:27][CH2:28][CH2:29][CH2:30][CH3:31])(=[O:37])(=[O:24])[CH3:15] |f:0.1|. Reported procedure: To a stirred solution of 231 mg (5.79 mmol, 60% disp.) of NaH in 22 mL of DMF was added 2.05 g (4.45 mmol) of 5-(4′-hydroxyphenyl)-7-(dimethylamino)tetra-hydrobenzothiepine-1,1-dioxide (obtained from Example 1402, Step 10), and the resulting solution was stirred at ambient temperature for 1 hour. To the mixture was added 18.02 g (55.63 mmol) of 1,5-diiodopentane and the solution was stirred overnight at ambient temperature. DMF was removed by high vacuum and the residue was extracted with ethyl ... Reactants: CN(C)c1cc(NC(=O)OC(C)(C)C)c(NC(=O)CC(=O)c2cccc(-c3ccnn3C)c2)cc1Cl, ClCCl, O=C(O)C(F)(F)F. Yields the product CN(C)c1cc2c(cc1Cl)NC(=O)CC(c1cccc(-c3ccnn3C)c1)=N2. RXN SMILES: [C:1]([O:2][C:3](=[O:4])[NH:7][c:8]1[c:9]([NH:18][C:19]([CH2:20][C:21](=[O:5])[c:23]2[cH:24][c:25](-[c:29]3[n:30]([CH3:34])[n:31][cH:32][cH:33]3)[cH:26][cH:27][cH:28]2)=[O:35])[cH:10][c:11]([Cl:17])[c:12]([N:14]([CH3:15])[CH3:16])[cH:13]1)([CH3:6])([CH3:22])[CH3:36].[Cl:44][CH2:45][Cl:46].[F:37][C:38]([F:39])([F:40])[C:41]([OH:42])=[O:43]>>[N:7]1=[C:21]([c:23]2[cH:24][c:25](-[c:29]3[n:30]([CH3:34])[n:31][cH:32][cH:33]3)[cH:26][cH:27][cH:28]2)[CH2:20][C:19](=[O:35])[NH:18][c:9]2[c:8]1[cH:13][c:12]([N:14]([CH3:15])[CH3:16])[c:11]([Cl:17])[cH:10]2. Starting materials: COC(C1=CN=C(C=C1)OCC=1C(=NOC1C)C1=CC=C(C=C1)Cl)=O (6-[3-(4-chloro-phenyl)-5-methyl-isoxazol-4-ylmethoxy]-nicotinic acid methyl ester), C1(CC1)CN (cyclopropanemethylamine). Yields the product ClC1=CC=C(C=C1)C1=NOC(=C1COC1=NC=C(C(=O)NCC2CC2)C=C1)C (6-[3-(4-Chloro-phenyl)-5-methyl-isoxazol-4-ylmethoxy]-N-cyclopropylmethyl-nicotinamide). Isolated yield 70.0%. Reaction SMILES: C[O:2][C:3](=O)[C:4]1[CH:9]=[CH:8][C:7]([O:10][CH2:11][C:12]2[C:13]([C:18]3[CH:23]=[CH:22][C:21]([Cl:24])=[CH:20][CH:19]=3)=[N:14][O:15][C:16]=2[CH3:17])=[N:6][CH:5]=1.[CH:26]1([CH2:29][NH2:30])[CH2:28][CH2:27]1>>[Cl:24][C:21]1[CH:20]=[CH:19][C:18]([C:13]2[C:12]([CH2:11][O:10][C:7]3[CH:8]=[CH:9][C:4]([C:3]([NH:30][CH2:29][CH:26]4[CH2:28][CH2:27]4)=[O:2])=[CH:5][N:6]=3)=[C:16]([CH3:17])[O:15][N:14]=2)=[CH:23][CH:22]=1. Procedure: As described for example 117, 6-[3-(4-chloro-phenyl)-5-methyl-isoxazol-4-ylmethoxy]-nicotinic acid methyl ester (144 mg, 0.4 mmol) was converted, using cyclopropanemethylamine instead of 2,2,2-trifluoroethylamine, to the title compound (111 mg, 70%) which was obtained as a white solid. MS: m/e=398.4 [M+H]+. Reactants: CS(C)=O, N#Cc1ccc(Oc2ccc(C=O)c(F)c2F)nc1, [K+], [K+], O=C([O-])[O-], O, OO. Product: NC(=O)c1ccc(Oc2ccc(C=O)c(F)c2F)nc1. Reaction SMILES: [CH3:28][S:29]([CH3:30])=[O:31].[F:3][c:4]1[c:5]([O:6][c:7]2[n:8][cH:9][c:10]([C:11]#[N:12])[cH:13][cH:14]2)[cH:15][cH:16][c:17]([CH:20]=[O:21])[c:18]1[F:19].[K+:22].[K+:23].[O-:24][C:25]([O-:26])=[O:27].[OH2:32].[OH:1][OH:2]>>[F:3][c:4]1[c:5]([O:6][c:7]2[n:8][cH:9][c:10]([C:11]([NH2:12])=[O:24])[cH:13][cH:14]2)[cH:15][cH:16][c:17]([CH:20]=[O:21])[c:18]1[F:19]. Reactants: O=CC1CN(C(CC2CCC2)C(=O)O)CC1c1ccsc1, Cl, Fc1ccc(CCCC2CCNCC2)cc1F. The product is O=C(O)C(CC1CCC1)N1CC(CN2CCC(CCCc3ccc(F)c(F)c3)CC2)C(c2ccsc2)C1. Reaction SMILES: [CH:1](=[O:2])[CH:3]1[CH2:4][N:5]([CH:13]([C:14](=[O:15])[OH:16])[CH2:17][CH:18]2[CH2:19][CH2:20][CH2:21]2)[CH2:6][CH:7]1[c:8]1[cH:9][s:10][cH:11][cH:12]1.[ClH:39].[F:22][c:23]1[cH:24][c:25]([CH2:30][CH2:31][CH2:32][CH:33]2[CH2:34][CH2:35][NH:36][CH2:37][CH2:38]2)[cH:26][cH:27][c:28]1[F:29]>>[CH2:1]([CH:3]1[CH2:4][N:5]([CH:13]([C:14](=[O:15])[OH:16])[CH2:17][CH:18]2[CH2:19][CH2:20][CH2:21]2)[CH2:6][CH:7]1[c:8]1[cH:9][s:10][cH:11][cH:12]1)[N:36]1[CH2:35][CH2:34][CH:33]([CH2:32][CH2:31][CH2:30][c:25]2[cH:24][c:23]([F:22])[c:28]([F:29])[cH:27][cH:26]2)[CH2:38][CH2:37]1. Starting materials: [Br-], C1CCOC1, CCCCCC, O=Cc1cccc(F)c1, FCCCC[P+](c1ccccc1)(c1ccccc1)c1ccccc1. Yields the product FCCCC=Cc1cccc(F)c1. As a reaction SMILES: [Br-:1].[CH2:41]1[O:42][CH2:43][CH2:44][CH2:45]1.[CH3:35][CH2:36][CH2:37][CH2:38][CH2:39][CH3:40].[F:26][c:27]1[cH:28][c:29]([CH:30]=[O:31])[cH:32][cH:33][cH:34]1.[F:2][CH2:3][CH2:4][CH2:5][CH2:6][P+:7]([c:8]1[cH:9][cH:10][cH:11][cH:12][cH:13]1)([c:14]1[cH:15][cH:16][cH:17][cH:18][cH:19]1)[c:20]1[cH:21][cH:22][cH:23][cH:24][cH:25]1>>[F:2][CH2:3][CH2:4][CH2:5][CH:6]=[CH:30][c:29]1[cH:28][c:27]([F:26])[cH:34][cH:33][cH:32]1. The reactants are ClC=1C(OC(CC1O)(C1CCCC1)CCC1=CC(=C(C=C1)OC)Cl)=O (3-Chloro-6-[2-(3-chloro-4-methoxy-phenyl)-ethyl]-6-cyclopentyl-4-hydroxy-5,6-dihydro-pyran-2-one), N1=CC=C(C=C1)C=1NC(=NN1)S (5-Pyridin-4-yl-4H-[1,2,4]triazole-3-thiol), Cl (HCl), ClC=1C(OC(CC1O)(C1CCCC1)CCC1=CCCCC1)=O (3-Chloro-6-(2-cyclohex-1-enyl-ethyl)-6-cyclopentyl-4-hydroxy-5,6-dihydro-pyran-2-one), C1(=CC=CC=C1)C1=NC(=NN1)S (5-Phenyl-1H-1,2,4-triazole-3-thiol). Yields the product ClC=1C=C(C=CC1OC)CCC1(CC(C(C(O1)=O)SC1=NN=C(N1)C1=CC=CC=C1)=O)C1CCCC1 (6-[2-(3-Chloro-4-methoxy-phenyl)-ethyl]-6-cyclopentyl-3-(5-phenyl-4H-[1,2,4]triazol-3-ylsulfanyl)-dihydro-pyran-2,4-dione). Reaction SMILES: Cl[C:2]1[C:3](=[O:25])[O:4][C:5]([CH2:14][CH2:15][C:16]2[CH:21]=[CH:20][C:19]([O:22][CH3:23])=[C:18]([Cl:24])[CH:17]=2)([CH:9]2[CH2:13][CH2:12][CH2:11][CH2:10]2)[CH2:6][C:7]=1[OH:8].ClC1C(=O)OC(CCC2CCCCC=2)(C2CCCC2)CC=1O.[C:48]1([C:54]2[NH:58][N:57]=[C:56]([SH:59])[N:55]=2)[CH:53]=[CH:52][CH:51]=[CH:50][CH:49]=1.N1C=CC(C2NC(S)=NN=2)=CC=1.Cl>>[Cl:24][C:18]1[CH:17]=[C:16]([CH2:15][CH2:14][C:5]2([CH:9]3[CH2:13][CH2:12][CH2:11][CH2:10]3)[O:4][C:3](=[O:25])[CH:2]([S:59][C:56]3[NH:55][C:54]([C:48]4[CH:53]=[CH:52][CH:51]=[CH:50][CH:49]=4)=[N:58][N:57]=3)[C:7](=[O:8])[CH2:6]2)[CH:21]=[CH:20][C:19]=1[O:22][CH3:23]. Procedure: The title compound was prepared analogously to Example C(4), where 3-Chloro-6-[2-(3-chloro-4-methoxy-phenyl)-ethyl]-6-cyclopentyl-4-hydroxy-5,6-dihydro-pyran-2-one Step 1 of example C(40), was substituted in place of 3-Chloro-6-(2-cyclohex-1-enyl-ethyl)-6-cyclopentyl-4-hydroxy-5,6-dihydro-pyran-2-one and 5-Phenyl-1H-1,2,4-triazole-3-thiol was substituted in place of 5-Pyridin-4-yl-4H-[1,2,4]triazole-3-thiol of that example. 1H NMR (DMSO-d6): δ 1.53-1.85 (m, 10H), 2.17-2.34 (m, 1H), 2.69-2.75 (m ... Starting materials: BrC=1C=C2C(=CC1)OC(C1(COC1)C21N=C(SC1)N(C(=O)OC(C)(C)C)C(=O)OC(C)(C)C)(C)C (di-tert-butyl (6′-bromo-2′,2′-dimethyldispiro[oxetane-3,3′-chromene-4′,4″-[1,3]thiazol]-2″-yl)imidodicarbonate), N1=CN=CC(=C1)B(O)O (pyrimidin-5-ylboronic acid), C(=O)([O-])[O-].[Na+].[Na+] (Na2CO3), C (charcoal), Cl (HCl). The reagents and catalysts are Cl[Pd]([P](C1=CC=CC=C1)(C2=CC=CC=C2)C3=CC=CC=C3)([P](C4=CC=CC=C4)(C5=CC=CC=C5)C6=CC=CC=C6)Cl (bis(triphenylphosphine)palladium(II) dichloride), C=1C=CC(=CC1)[P](C=2C=CC=CC2)(C=3C=CC=CC3)[Pd]([P](C=4C=CC=CC4)(C=5C=CC=CC5)C=6C=CC=CC6)([P](C=7C=CC=CC7)(C=8C=CC=CC8)C=9C=CC=CC9)[P](C=1C=CC=CC1)(C=1C=CC=CC1)C=1C=CC=CC1 (Tetrakis(triphenylphosphine)palladium(0)). Run in O1CCOCC1.O (dioxane water). Reaction conditions: temperature 100 celsius, time 1.5 hour. Yields the product Cl.CC1(OC2=CC=C(C=C2C2(N=C(SC2)N)C12COC2)C=2C=NC=NC2)C (2′,2′-dimethyl-6′-(pyrimidin-5-yl)dispiro[oxetane-3,3′-chromene-4′,4″-[1,3]thiazol]-2″-amine hydrochloride). Isolated yield 78.1%. RXN SMILES: Br[C:2]1[CH:3]=[C:4]2[C:14]3([CH2:18][S:17][C:16]([N:19](C(OC(C)(C)C)=O)C(OC(C)(C)C)=O)=[N:15]3)[C:10]3([CH2:13][O:12][CH2:11]3)[C:9]([CH3:35])([CH3:34])[O:8][C:5]2=[CH:6][CH:7]=1.[N:36]1[CH:41]=[C:40](B(O)O)[CH:39]=[N:38][CH:37]=1.C([O-])([O-])=O.[Na+].[Na+].C.[ClH:52]>O1CCOCC1.O.Cl[Pd](Cl)([P](C1C=CC=CC=1)(C1C=CC=CC=1)C1C=CC=CC=1)[P](C1C=CC=CC=1)(C1C=CC=CC=1)C1C=CC=CC=1.C1C=CC([P]([Pd]([P](C2C=CC=CC=2)(C2C=CC=CC=2)C2C=CC=CC=2)([P](C2C=CC=CC=2)(C2C=CC=CC=2)C2C=CC=CC=2)[P](C2C=CC=CC=2)(C2C=CC=CC=2)C2C=CC=CC=2)(C2C=CC=CC=2)C2C=CC=CC=2)=CC=1>[ClH:52].[CH3:34][C:9]1([CH3:35])[C:10]2([CH2:11][O:12][CH2:13]2)[C:14]2([CH2:18][S:17][C:16]([NH2:19])=[N:15]2)[C:4]2[C:5](=[CH:6][CH:7]=[C:2]([C:40]3[CH:41]=[N:36][CH:37]=[N:38][CH:39]=3)[CH:3]=2)[O:8]1 |f:2.3.4,7.8,11.12,^1:62,81,104,106,125,144|. Reported procedure: A mixture of di-tert-butyl (6′-bromo-2′,2′-dimethyldispiro[oxetane-3,3′-chromene-4′,4″-[1,3]thiazol]-2″-yl)imidodicarbonate (268 mg, 0.471 mmol), pyrimidin-5-ylboronic acid (175 mg, 1.41 mmol), bis(triphenylphosphine)palladium(II) dichloride (33.0 mg, 0.047 mmol) and Na2CO3 (150 mg, 1.41 mmol) in dioxane-water (4:1, 5.4 mL) was stirred for 1.5 hours at 100° C. Tetrakis(triphenylphosphine)palladium(0) (272 mg, 0.235 mmol) was added to the mixture and the mixture was stirred for 1.5 hours at 100° ... Procedure: 1-Nitro-5-(p-chlorophenyl)-5,6-dihydropyrazolo[1,5-c]quinazoline is treated with acetic anhydride as described in Example 27 to give 1-nitro-5-(p-chlorophenyl)-6-acetyl-5,6-dihydropyrazolo[1,5-c]quinazoline with a yield of 95%. M.p.: 183°-184° C. Yields the product [N+](=O)([O-])C=1C=NN2C(N(C=3C=CC=CC3C21)C(C)=O)C2=CC=C(C=C2)Cl (1-nitro-5-(p-chlorophenyl)-6-acetyl-5,6-dihydropyrazolo[1,5-c]quinazoline). Starting materials: [N+](=O)([O-])C=1C=NN2C(NC=3C=CC=CC3C21)C2=CC=C(C=C2)Cl (1-Nitro-5-(p-chlorophenyl)-5,6-dihydropyrazolo[1,5-c]quinazoline), C(C)(=O)OC(C)=O (acetic anhydride). Reaction SMILES: [N+:1]([C:4]1[CH:5]=[N:6][N:7]2[C:16]=1[C:15]1[CH:14]=[CH:13][CH:12]=[CH:11][C:10]=1[NH:9][CH:8]2[C:17]1[CH:22]=[CH:21][C:20]([Cl:23])=[CH:19][CH:18]=1)([O-:3])=[O:2].[C:24](OC(=O)C)(=[O:26])[CH3:25]>>[N+:1]([C:4]1[CH:5]=[N:6][N:7]2[C:16]=1[C:15]1[CH:14]=[CH:13][CH:12]=[CH:11][C:10]=1[N:9]([C:24](=[O:26])[CH3:25])[CH:8]2[C:17]1[CH:18]=[CH:19][C:20]([Cl:23])=[CH:21][CH:22]=1)([O-:3])=[O:2]. Yield: 95.0%.